Dataset: the Open Reaction Database (ORD), a public repository of structured organic reaction records. Task: describe an organic reaction: reactants, conditions, products, and yield The reactants are NC1=NOC2=C1C=CC=C2 (3-Aminobenzisoxazole), ClC1=C(C(=O)Cl)C(=CC=C1)Cl (2,6-dichlorobenzoylchloride). Solvent: C1(=CC=CC=C1)C (toluene). The product is ClC1=C(C(=O)NC2=NOC3=C2C=CC=C3)C(=CC=C1)Cl (2,6-DICHLORO-N-(3-BENZISOXAZOLYL)BENZAMIDE). As a reaction SMILES: [NH2:1][C:2]1[C:6]2[CH:7]=[CH:8][CH:9]=[CH:10][C:5]=2[O:4][N:3]=1.[Cl:11][C:12]1[CH:20]=[CH:19][CH:18]=[C:17]([Cl:21])[C:13]=1[C:14](Cl)=[O:15]>C1(C)C=CC=CC=1>[Cl:11][C:12]1[CH:20]=[CH:19][CH:18]=[C:17]([Cl:21])[C:13]=1[C:14]([NH:1][C:2]1[C:6]2[CH:7]=[CH:8][CH:9]=[CH:10][C:5]=2[O:4][N:3]=1)=[O:15]. Procedure details: 3-Aminobenzisoxazole (2 gram), 2,6-dichlorobenzoylchloride (2 gram), and 50 ml. of toluene are heated at reflux for 16 hours. After evaporation of the solvent at reduced pressure, the resultant oily semi-solid is triturated with ether. The solid so formed is then washed with ether and water and constitutes the desired product. Starting materials: FC(C=1C=C(CN(C2=NC=C(C=N2)OCCCC(=O)OC)CC2=C(C=CC(=C2)C(F)(F)F)C2=NC(=NC=C2OC)OC)C=C(C1)C(F)(F)F)(F)F (Methyl 4-(2-{(3,5-bis-trifluoromethyl-benzyl)-[2-(2,5-dimethoxy-pyrimidin-4-yl)-5-trifluoromethyl-benzyl]-amino}-pyrimidin-5-yloxy)-butyrate), Cl (hydrochloric acid), C(C)(=O)OCC (ethyl acetate), [OH-].[Na+] (sodium hydroxide). Run in CO (methanol). Run at time 3 hour. The product is FC(C=1C=C(CN(C2=NC=C(C=N2)OCCCC(=O)O)CC2=C(C=CC(=C2)C(F)(F)F)C2=NC(=NC=C2OC)OC)C=C(C1)C(F)(F)F)(F)F (4-(2-{(3,5-bis-trifluoromethyl-benzyl)-[2-(2,5-dimethoxy-pyrimidin-4-yl)-5-trifluoromethyl-benzyl]-amino}-pyrimidin-5-yloxy)-butyric acid). Isolated yield 96.1%. RXN SMILES: [F:1][C:2]([F:51])([F:50])[C:3]1[CH:4]=[C:5]([CH:43]=[C:44]([C:46]([F:49])([F:48])[F:47])[CH:45]=1)[CH2:6][N:7]([CH2:22][C:23]1[CH:28]=[C:27]([C:29]([F:32])([F:31])[F:30])[CH:26]=[CH:25][C:24]=1[C:33]1[C:38]([O:39][CH3:40])=[CH:37][N:36]=[C:35]([O:41][CH3:42])[N:34]=1)[C:8]1[N:13]=[CH:12][C:11]([O:14][CH2:15][CH2:16][CH2:17][C:18]([O:20]C)=[O:19])=[CH:10][N:9]=1.[OH-].[Na+].Cl.C(OCC)(=O)C>CO>[F:51][C:2]([F:1])([F:50])[C:3]1[CH:4]=[C:5]([CH:43]=[C:44]([C:46]([F:47])([F:49])[F:48])[CH:45]=1)[CH2:6][N:7]([CH2:22][C:23]1[CH:28]=[C:27]([C:29]([F:30])([F:31])[F:32])[CH:26]=[CH:25][C:24]=1[C:33]1[C:38]([O:39][CH3:40])=[CH:37][N:36]=[C:35]([O:41][CH3:42])[N:34]=1)[C:8]1[N:9]=[CH:10][C:11]([O:14][CH2:15][CH2:16][CH2:17][C:18]([OH:20])=[O:19])=[CH:12][N:13]=1 |f:1.2|. Procedure: Methyl 4-(2-{(3,5-bis-trifluoromethyl-benzyl)-[2-(2,5-dimethoxy-pyrimidin-4-yl)-5-trifluoromethyl-benzyl]-amino}-pyrimidin-5-yloxy)-butyrate (52 mg) is dissolved in methanol (4 ml), and thereto is added 1N-aqueous sodium hydroxide solution (1 ml) and the mixture is stirred at room temperature for 3 hours. To the reaction solution are added a 1N-hydrochloric acid and ethyl acetate, and the mixture is separated, and the organic layer is washed with a saturated brine, dried over magnesium sulfate, ... Reaction SMILES: Cl[C:2]1[CH:7]=[C:6]([C:8]([F:11])([F:10])[F:9])[N:5]=[C:4]([C:12]2[CH:17]=[N:16][CH:15]=[CH:14][N:13]=2)[N:3]=1.[OH:18][C:19]1[CH:20]=[CH:21][C:22]([CH3:26])=[C:23]([CH:25]=1)[NH2:24]>>[OH:18][C:19]1[CH:20]=[CH:21][C:22]([CH3:26])=[C:23]([CH:25]=1)[NH:24][C:2]1[CH:7]=[C:6]([C:8]([F:11])([F:10])[F:9])[N:5]=[C:4]([C:12]2[CH:17]=[N:16][CH:15]=[CH:14][N:13]=2)[N:3]=1. Procedure details: The title compound was prepared from 4-chloro-2-(2-pyrazinyl)-6-trifluoromethylpyrimidine (40 mg, 0.154 mmol) and 5-hydroxy-2-methylaniline (34 mg, 0.231 mmol) similar to Example 190 and was isolated as a solid (3 mg). 1H NMR (CDCl3): 9.74 (d, J=1.2 Hz, 1H), 8.76–8.71 (m, 2H), 7.30 (brs, 1H), 7.18 (d, J=8.4 Hz, 1H), 6.87 (brd, 1H), 6.78 (dd, J=8.4, 2.4 Hz, 1H), 6.73 (s, 1H), 2.21 (s, 3H). Reactants: ClC1=NC(=NC(=C1)C(F)(F)F)C1=NC=CN=C1 (4-chloro-2-(2-pyrazinyl)-6-trifluoromethylpyrimidine), OC=1C=CC(=C(N)C1)C (5-hydroxy-2-methylaniline). Product: OC=1C=CC(=C(NC2=NC(=NC(=C2)C(F)(F)F)C2=NC=CN=C2)C1)C (4-(5-Hydroxy-2-methylanilino)-2-(2-pyrazinyl)-6-trifluoromethylpyrimidine), solid. Reactants: C([O-])([O-])=O.[K+].[K+] (potassium carbonate), C(CCCCCCC)N (n-octylamine), C1=C(C=CC2=CC=CC=C12)OCCCCl (3-(2-naphthyloxy)-1-chloropropane). Reaction conditions: temperature 140 celsius. RXN SMILES: C(=O)([O-])[O-].[K+].[K+].[CH2:7]([NH2:15])[CH2:8][CH2:9][CH2:10][CH2:11][CH2:12][CH2:13][CH3:14].[CH:16]1[C:25]2[C:20](=[CH:21][CH:22]=[CH:23][CH:24]=2)[CH:19]=[CH:18][C:17]=1[O:26][CH2:27][CH2:28][CH2:29]Cl>CS(C)=O.O>[CH2:7]([NH:15][CH2:29][CH2:28][CH2:27][O:26][C:17]1[CH:18]=[CH:19][C:20]2[C:25](=[CH:24][CH:23]=[CH:22][CH:21]=2)[CH:16]=1)[CH2:8][CH2:9][CH2:10][CH2:11][CH2:12][CH2:13][CH3:14] |f:0.1.2|. Yields the product C(CCCCCCC)NCCCOC1=CC2=CC=CC=C2C=C1 (N-(n-octyl)-(3-(napthalen-2-yloxy)propyl)amine). Procedure details: A mixture of anhydrous potassium carbonate (10 gm, in excess) and n-octylamine (0.35 ml, 0.003 mole) was taken in dry DMSO (40 ml). Now 3-(2-naphthyloxy)-1-chloropropane (0.5 gm, 0.002 mole) was added in it. Reaction mixture was refluxed at 140° C. for 6 hrs and the reaction was completed as checked by TLC. Reaction mixture was poured in distilled water (60 ml) and extracted with ethyl acetate thrice. The organic layer was separated and concentrated to get oily compound which was later crystalli... Run in CS(=O)C (DMSO), O (water). Reactants: COC(=O)C(C)N(Cc1ccccc1)S(=O)(=O)c1ccc(OC)cc1, C[O-], CO, Cl, NO, [Na+]. The product is COc1ccc(S(=O)(=O)N(Cc2ccccc2)C(C)C(=O)NO)cc1. As a reaction SMILES: [CH3:1][O:2][c:3]1[cH:4][cH:5][c:6]([S:9](=[O:10])(=[O:11])[N:12]([CH:13]([C:14](=[O:15])[O:16][CH3:17])[CH3:18])[CH2:19][c:20]2[cH:21][cH:22][cH:23][cH:24][cH:25]2)[cH:7][cH:8]1.[CH3:29][O-:30].[CH3:32][OH:33].[ClH:26].[NH2:27][OH:28].[Na+:31]>>[CH3:1][O:2][c:3]1[cH:4][cH:5][c:6]([S:9](=[O:10])(=[O:11])[N:12]([CH:13]([C:14](=[O:15])[NH:27][OH:28])[CH3:18])[CH2:19][c:20]2[cH:21][cH:22][cH:23][cH:24][cH:25]2)[cH:7][cH:8]1.